Dataset: the Open Reaction Database (ORD), a public repository of structured organic reaction records. Task: describe an organic reaction: reactants, conditions, products, and yield The product is NC1=CC=C(OC2=CC(=NC=C2)C(=O)NCC2CC2)C=C1 (4-(4-Aminophenoxy)-2-[(cyclopropylmethyl)aminocarbonyl]pyridine). Reported procedure: After adding 0.35 g of 2-[(cyclopropylmethyl)aminocarbonyl]-4-(4-nitrophenoxy)pyridine to a mixture of 0.7 g of iron powder, 1.4 g of ammonium chloride, 10 ml of ethanol, 10 ml of dimethylformamide and 5 ml of water, the mixture was vigorously stirred at 100° C. for 20 minutes. The reaction solution was filtered with celite and the solvent was distilled off under reduced pressure to obtain 0.37 g of the target substance as a light brown oil. Conditions: temperature 100 celsius, time 20 minute. Starting materials: C1(CC1)CNC(=O)C1=NC=CC(=C1)OC1=CC=C(C=C1)[N+](=O)[O-] (2-[(cyclopropylmethyl)aminocarbonyl]-4-(4-nitrophenoxy)pyridine), [Cl-].[NH4+] (ammonium chloride), C(C)O (ethanol), CN(C=O)C (dimethylformamide). Reaction SMILES: [CH:1]1([CH2:4][NH:5][C:6]([C:8]2[CH:13]=[C:12]([O:14][C:15]3[CH:20]=[CH:19][C:18]([N+:21]([O-])=O)=[CH:17][CH:16]=3)[CH:11]=[CH:10][N:9]=2)=[O:7])[CH2:3][CH2:2]1.[Cl-].[NH4+].C(O)C.CN(C)C=O>[Fe].O>[NH2:21][C:18]1[CH:19]=[CH:20][C:15]([O:14][C:12]2[CH:11]=[CH:10][N:9]=[C:8]([C:6]([NH:5][CH2:4][CH:1]3[CH2:3][CH2:2]3)=[O:7])[CH:13]=2)=[CH:16][CH:17]=1 |f:1.2|. Run in O (water). The reagents and catalysts are [Fe] (iron). Reactants: C1COCCO1, Cc1cccc(C)n1, C=Cc1cnc2nnn(Cc3ccc4ncccc4c3)c2n1, [O-][I+3]([O-])([O-])[O-], [Na+], O, O=[Os](=O)(=O)=O. Product: O=Cc1cnc2nnn(Cc3ccc4ncccc4c3)c2n1. Reaction SMILES: [CH2:38]1[O:39][CH2:40][CH2:41][O:42][CH2:43]1.[CH3:23][c:24]1[n:25][c:26]([CH3:27])[cH:28][cH:29][cH:30]1.[CH:1](=[CH2:2])[c:3]1[cH:4][n:5][c:6]2[c:7]([n:8]1)[n:9]([CH2:12][c:13]1[cH:14][c:15]3[cH:16][cH:17][cH:18][n:19][c:20]3[cH:21][cH:22]1)[n:10][n:11]2.[I+3:31]([O-:32])([O-:33])([O-:34])[O-:35].[Na+:36].[OH2:37].[Os:44](=[O:45])(=[O:46])(=[O:47])=[O:48]>>[CH:1]([c:3]1[cH:4][n:5][c:6]2[c:7]([n:8]1)[n:9]([CH2:12][c:13]1[cH:14][c:15]3[cH:16][cH:17][cH:18][n:19][c:20]3[cH:21][cH:22]1)[n:10][n:11]2)=[O:32]. Starting materials: C(C)(C)N1CCC(C2=CC=C(C=C12)CCNC1=CC=C(C(=O)OCC)C=C1)(C)C (ethyl 4-[(1-isopropyl-4,4-dimethyl-1,2,3,4-tetrahydroquinolin-7-yl)ethylamino]-benzoate), C(C)(C)N1CCC(C2=CC=C(C=C12)CCNC1=CC=C(C(=O)OCC)C=C1)(C)C (ethyl 4-[(1-isopropyl-4,4-dimethyl-1,2,3,4-tetrahydroquinolin-7-yl)ethylamino]-benzoate), [OH-].[K+] (KOH). Solvent: C(C)O (ethanol). Conditions: temperature 50 celsius, time 2 day. Product: C(C)(C)N1CCC(C2=CC=C(C=C12)CCNC1=CC=C(C(=O)O)C=C1)(C)C (4-[(1-Isopropyl-4,4-dimethyl-1,2,3,4-tetrahydroquinolin-7-yl)ethylamino]benzoic acid). Yield: 99.9%. Reaction SMILES: [CH:1]([N:4]1[C:13]2[C:8](=[CH:9][CH:10]=[C:11]([CH2:14][CH2:15][NH:16][C:17]3[CH:27]=[CH:26][C:20]([C:21]([O:23]CC)=[O:22])=[CH:19][CH:18]=3)[CH:12]=2)[C:7]([CH3:29])([CH3:28])[CH2:6][CH2:5]1)([CH3:3])[CH3:2].[OH-].[K+]>C(O)C>[CH:1]([N:4]1[C:13]2[C:8](=[CH:9][CH:10]=[C:11]([CH2:14][CH2:15][NH:16][C:17]3[CH:18]=[CH:19][C:20]([C:21]([OH:23])=[O:22])=[CH:26][CH:27]=3)[CH:12]=2)[C:7]([CH3:29])([CH3:28])[CH2:6][CH2:5]1)([CH3:3])[CH3:2] |f:1.2|. Reported procedure: A solution ethyl 4-[(1-isopropyl-4,4-dimethyl-1,2,3,4-tetrahydroquinolin-7-yl)ethylamino]-benzoate (Compound 35, 5.6 mg, 0.0142 mmol) of 7 in ethanol (1 mL) was treated with 2N KOH (0.5 mL) and stirred at 50° C. for 2 days. The solvent was removed under reduced pressure and the residue was washed with ethyl acetate and acidified with 2N HCl. The aqueous layer was extracted with ethyl acetate and the combined organic layers were dried with MgSO4, filtered, and concentrated under reduced pressure.... Starting materials: Cl (hydrochloric acid), C(C)OC(=O)C1=C(C=2N(C=3C=CC=CC3C2O1)C)O (3-hydroxy-4-methyl-4H-furo[3,2-b]indole-2-carboxylic ethyl ester), ice water, [OH-].[Na+] (sodium hydroxide). Solvent: C(C)O (ethanol). Yields the product CN1C2=C(C=3C=CC=CC13)OCC2=O (4-Methyl-2H-furo[3,2-b]indole-3(4H)-one). The yield is 53.1%. As a reaction SMILES: C(OC([C:6]1[O:17][C:16]2[C:15]3[CH:14]=[CH:13][CH:12]=[CH:11][C:10]=3[N:9]([CH3:18])[C:8]=2[C:7]=1[OH:19])=O)C.[OH-].[Na+].Cl>C(O)C>[CH3:18][N:9]1[C:10]2[CH:11]=[CH:12][CH:13]=[CH:14][C:15]=2[C:16]2[O:17][CH2:6][C:7](=[O:19])[C:8]1=2 |f:1.2|. Reported procedure: A mixture of 47.0 g (0.18 mole) of 3-hydroxy-4-methyl-4H-furo[3,2-b]indole-2-carboxylic ethyl ester (Prep. described in U.S. Pat. Application Serial Number 369,448) in 450 ml of 95% ethanol was treated with 450 ml of 30% aqueous sodium hydroxide. The mixture was stirred at reflux for two hours, cooled, added to 3.0 kg ice/water, and acidified with 6.0 N hydrochloric acid. The product was filtered, washed with water, and recrystallized from ethanol-water to yield 17.9 g (53% yield) of the product... Starting materials: C(C)(C)(C)OC(=O)NC[C@H]1CN(CC1)CCCCCNC(=O)C1=CN(C2=CC=CC=C12)C (N-(5-((3S)-3-tert-Butoxycarbonylaminomethylpyrrolidin-1-yl)-pentyl)-1-methyl-1 H-indole-3-carboxamide), NC1=CC(=C(C(=O)O)C=C1Cl)OC (4-amino-5-chloro-2-methoxybenzoic acid). Product: NC1=CC(=C(C(=O)NC[C@H]2CN(CC2)CCCCCNC(=O)C2=CN(C3=CC=CC=C23)C)C=C1Cl)OC (N-(5-((3S)-3-(4-amino-5-chloro-2-methoxybenzoylaminomethyl)pyrrolidin-1-yl)pentyl)-1-methyl-1 H-indole-3-carboxamide). As a reaction SMILES: C(O[C:6]([NH:8][CH2:9][C@@H:10]1[CH2:14][CH2:13][N:12]([CH2:15][CH2:16][CH2:17][CH2:18][CH2:19][NH:20][C:21]([C:23]2[C:31]3[C:26](=[CH:27][CH:28]=[CH:29][CH:30]=3)[N:25]([CH3:32])[CH:24]=2)=[O:22])[CH2:11]1)=[O:7])(C)(C)C.[NH2:33][C:34]1[C:42]([Cl:43])=[CH:41][C:37](C(O)=O)=[C:36]([O:44][CH3:45])[CH:35]=1>>[NH2:33][C:34]1[C:42]([Cl:43])=[CH:41][C:37]([C:6]([NH:8][CH2:9][C@@H:10]2[CH2:14][CH2:13][N:12]([CH2:15][CH2:16][CH2:17][CH2:18][CH2:19][NH:20][C:21]([C:23]3[C:31]4[C:26](=[CH:27][CH:28]=[CH:29][CH:30]=4)[N:25]([CH3:32])[CH:24]=3)=[O:22])[CH2:11]2)=[O:7])=[C:36]([O:44][CH3:45])[CH:35]=1. Procedure details: N-(5-((3S)-3-tert-Butoxycarbonylaminomethylpyrrolidin-1-yl)-pentyl)-1-methyl-1 H-indole-3-carboxamide (1.48 g) as starting compound was reacted and treated in the same manner as in Example 67 using 4-amino-5-chloro-2-methoxybenzoic acid (0.68 g) to give N-(5-((3S)-3-(4-amino-5-chloro-2-methoxybenzoylaminomethyl)pyrrolidin-1-yl)pentyl)-1-methyl-1 H-indole-3-carboxamide.